This data is from the Open Reaction Database (ORD), a public repository of structured organic reaction records. The task is: describe an organic reaction: reactants, conditions, products, and yield Reactants: COC(COC1=CC=C(C=C1)C1=C(C=CC=2SC3=C(C21)C=CC=C3)Br)=O ([4-(2-bromo-dibenzothiophen-1-yl)-phenoxy]-acetic acid methyl ester), [OH-].[K+] (potassium hydroxide). The solvent is O1CCCC1 (tetrahydrofuran), CO (methanol). Run at time 1 hour. Product: BrC1=C(C2=C(SC3=C2C=CC=C3)C=C1)C1=CC=C(OCC(=O)O)C=C1 ([4-(2-Bromo-dibenzothiophen-1-yl)-phenoxy]-acetic Acid). The yield is 93.3%. Reaction SMILES: C[O:2][C:3](=[O:26])[CH2:4][O:5][C:6]1[CH:11]=[CH:10][C:9]([C:12]2[C:20]3[C:19]4[CH:21]=[CH:22][CH:23]=[CH:24][C:18]=4[S:17][C:16]=3[CH:15]=[CH:14][C:13]=2[Br:25])=[CH:8][CH:7]=1.[OH-].[K+]>O1CCCC1.CO>[Br:25][C:13]1[CH:14]=[CH:15][C:16]2[S:17][C:18]3[CH:24]=[CH:23][CH:22]=[CH:21][C:19]=3[C:20]=2[C:12]=1[C:9]1[CH:10]=[CH:11][C:6]([O:5][CH2:4][C:3]([OH:26])=[O:2])=[CH:7][CH:8]=1 |f:1.2|. Procedure details: To a solution of [4-(2-bromo-dibenzothiophen-1-yl)-phenoxy]-acetic acid methyl ester (0.449 g, 1.05 mmol) in tetrahydrofuran (15 mL) and methanol (5 mL) was added an aqueous solution of potassium hydroxide (1N, 1.26 mL, 1.2 eq) dropwise at room temperature. After stirring 1 hour at room temperature the solvents were removed and the residue was disolved in water (50 mL) and the reaction mixture was acidified with 10% hydrochloric acid. After stirring 15 minutes the white solid was collected on a ... Starting materials: [BH4-], CO, COc1cc(C(N)=O)c([N+](=O)[O-])cc1OC, [Na+]. Product: COc1cc(N)c(C(N)=O)cc1OC. As a reaction SMILES: [BH4-:1].[CH3:19][OH:20].[CH3:3][O:4][c:5]1[cH:6][c:7]([N+:16]([O-:17])=[O:18])[c:8]([C:9](=[O:10])[NH2:11])[cH:12][c:13]1[O:14][CH3:15].[Na+:2]>>[CH3:3][O:4][c:5]1[cH:6][c:7]([NH2:16])[c:8]([C:9](=[O:10])[NH2:11])[cH:12][c:13]1[O:14][CH3:15]. Reactants: Cc1ccc(Oc2cccc(C#N)c2)nc1, Cc1ccc(C#N)c(Oc2cccnc2)n1. RXN SMILES: [CH3:17][c:18]1[cH:19][cH:20][c:21]([O:22][c:23]2[cH:24][c:25]([C:29]#[N:30])[cH:26][cH:27][cH:28]2)[n:31][cH:32]1.[CH3:1][c:2]1[n:3][c:4]([O:10][c:11]2[cH:12][n:13][cH:14][cH:15][cH:16]2)[c:5]([C:6]#[N:7])[cH:8][cH:9]1>>[CH3:1][c:2]1[n:3][c:4]([O:10][c:11]2[cH:12][n:13][cH:14][cH:15][cH:16]2)[c:5]([CH2:6][NH2:7])[cH:8][cH:9]1. Yields the product Cc1ccc(CN)c(Oc2cccnc2)n1.